describe an organic reaction: reactants, conditions, products, and yield From a dataset of the Open Reaction Database (ORD), a public repository of structured organic reaction records. The reactants are C1=C(C=CC2=CC=CC=C12)S (2-naphthalenethiol), C=C(C#N)CCC#N (2-methyleneglutaronitrile), C(C)O (ethanol). Solvent: CO (methanol). Product: C1=C(C=CC2=CC=CC=C12)SCC(C#N)CCC#N (2-(2-naphthylthiomethyl)glutaronitrile). As a reaction SMILES: [CH:1]1[C:10]2[C:5](=[CH:6][CH:7]=[CH:8][CH:9]=2)[CH:4]=[CH:3][C:2]=1[SH:11].[CH2:12]=[C:13]([CH2:16][CH2:17][C:18]#[N:19])[C:14]#[N:15].C(O)C>CO>[CH:1]1[C:10]2[C:5](=[CH:6][CH:7]=[CH:8][CH:9]=2)[CH:4]=[CH:3][C:2]=1[S:11][CH2:12][CH:13]([CH2:16][CH2:17][C:18]#[N:19])[C:14]#[N:15]. Procedure: A mixture of 2-naphthalenethiol (10.0 g), 2-methyleneglutaronitrile (6.8 ml), ethanol (150 ml), and triton B (40% methanol solution, 10 drops) was refluxed for 2 hours. After the reaction mixture was concentrated in vacuo, the resulting residue was dissolved in chloroform, washed with water, and dried over MgSO4. The solvent was evaporated at reduced pressure, and the residue was recrystallized from ethyl acetate-hexane to give 15.6 g of 2-(2-naphthylthiomethyl)glutaronitrile. Yields the product CSC1=NN=C(S1)N1C(N(CCC1OC(=O)OCC=C)CCC)=O (tetrahydro-1-(5-methylthio-1,3,4-thiadiazol-2-yl)-3-propyl-6-allyloxycarbonyloxy-2(1H)-pyrimidinone). Solvent: N1=CC=CC=C1 (pyridine), N1=CC=CC=C1 (pyridine). Reaction conditions: time 15 minute. Procedure: Tetrahydro-1-(5-methylthio-1,3,4-thiadiazol-2-yl)-3-propyl-6-hydroxy-2(1H)-pyrimidinone (0.05 mole) dissolved in pyridine (80 ml) is charged into a glass reaction vessel equipped with a mechanical stirrer and thermometer. The solution is cooled to a temperature of about 10° C and allyl chloroformate (0.06 mole) dissolved in pyridine (25 ml) is slowly added with stirring over a period of about 15 minutes. After the addition is completed, the reaction mixture is warmed to room temperature and is s... RXN SMILES: [CH3:1][S:2][C:3]1[S:7][C:6]([N:8]2[CH:13]([OH:14])[CH2:12][CH2:11][N:10]([CH2:15][CH2:16][CH3:17])[C:9]2=[O:18])=[N:5][N:4]=1.Cl[C:20]([O:22][CH2:23][CH:24]=[CH2:25])=[O:21]>N1C=CC=CC=1>[CH3:1][S:2][C:3]1[S:7][C:6]([N:8]2[CH:13]([O:14][C:20]([O:22][CH2:23][CH:24]=[CH2:25])=[O:21])[CH2:12][CH2:11][N:10]([CH2:15][CH2:16][CH3:17])[C:9]2=[O:18])=[N:5][N:4]=1. Starting materials: CSC1=NN=C(S1)N1C(N(CCC1O)CCC)=O (Tetrahydro-1-(5-methylthio-1,3,4-thiadiazol-2-yl)-3-propyl-6-hydroxy-2(1H)-pyrimidinone), ClC(=O)OCC=C (allyl chloroformate).